Dataset: the Open Reaction Database (ORD), a public repository of structured organic reaction records. Task: describe an organic reaction: reactants, conditions, products, and yield Reactants: CO, Cl, N#Cc1ncn2c1C1CCN1C(=O)c1cc(F)ccc1-2, NO, [Na]. Product: NC(=NO)c1ncn2c1C1CCN1C(=O)c1cc(F)ccc1-2. As a reaction SMILES: [CH3:25][OH:26].[ClH:2].[F:5][c:6]1[cH:7][cH:8][c:9]2[c:10]([cH:24]1)[C:11](=[O:23])[N:12]1[CH:13]([c:14]3[n:15]-2[cH:16][n:17][c:18]3[C:19]#[N:20])[CH2:21][CH2:22]1.[NH2:3][OH:4].[Na:1]>>[N:3]([OH:4])=[C:19]([c:18]1[c:14]2[n:15]([cH:16][n:17]1)-[c:9]1[cH:8][cH:7][c:6]([F:5])[cH:24][c:10]1[C:11](=[O:23])[N:12]1[CH:13]2[CH2:21][CH2:22]1)[NH2:20]. The reactants are ClC1=NC(=CC=C1[N+](=O)[O-])OC (2-chloro-6-methoxy-3-nitropyridine), C(C)(C)(C)C1=C(C=CC=C1)O (2-tert-butylphenol), C([O-])([O-])=O.[Cs+].[Cs+] (cesium carbonate), O (water). The solvent is CN(C)C=O (DMF). Conditions: temperature 80 celsius. The product is C(C)(C)(C)C1=C(OC2=NC(=CC=C2[N+](=O)[O-])OC)C=CC=C1 (2-(2-tert-Butyl-phenoxy)-6-methoxy-3-nitro-pyridine). The yield is 79.8%. Reaction SMILES: Cl[C:2]1[C:7]([N+:8]([O-:10])=[O:9])=[CH:6][CH:5]=[C:4]([O:11][CH3:12])[N:3]=1.[C:13]([C:17]1[CH:22]=[CH:21][CH:20]=[CH:19][C:18]=1[OH:23])([CH3:16])([CH3:15])[CH3:14].C(=O)([O-])[O-].[Cs+].[Cs+].O>CN(C=O)C>[C:13]([C:17]1[CH:22]=[CH:21][CH:20]=[CH:19][C:18]=1[O:23][C:2]1[C:7]([N+:8]([O-:10])=[O:9])=[CH:6][CH:5]=[C:4]([O:11][CH3:12])[N:3]=1)([CH3:16])([CH3:14])[CH3:15] |f:2.3.4|. Procedure: A solution of 2-chloro-6-methoxy-3-nitropyridine (5.20 g, 27.6 mmol) in DMF (50 mL) was treated with 2-tert-butylphenol (4.9 mL, 31.7 mmol) and cesium carbonate (27.0 g, 82.8 mmol). The mixture was heated at 80° C. for 18 h. The reaction was allowed to cool to rt, the mixture was poured into water (500 mL) with stirring. The brown precipitate formed was filtered and washed with water, and recrystallized twice from ethanol to afford 2a as brown crystals (6.66 g, 80%). [M+H]+=303.2.